Dataset: the Open Reaction Database (ORD), a public repository of structured organic reaction records. Task: describe an organic reaction: reactants, conditions, products, and yield Starting materials: C(C=C)OC(=O)N1C[C@@H](C[C@H]1CC1=CN2C(S1)=CN=C2Cl)O[Si](C)(C)C(C)(C)C ((3R,5S)-1-allyloxycarbonyl-3-t-butyldimethylsilyloxy-5-(5-chloroimidazo[5,1-b]thiazol-2-yl)methylpyrrolidine), Cl (hydrochloric acid). Run in C(C)#N (acetonitrile), C(C)(=O)OCC (ethyl acetate). Run at time 15 minute. Product: C(C=C)OC(=O)N1C[C@@H](C[C@H]1CC1=CN2C(S1)=CN=C2Cl)O ((3R,5S)-allyloxycarbonyl-5-(5-chloroimidazo[5,1-b]thiazol-2-yl)methyl-3-hydroxypyrrolidine). The yield is 95.2%. RXN SMILES: [CH2:1]([O:4][C:5]([N:7]1[C@H:11]([CH2:12][C:13]2[S:17][C:16]3=[CH:18][N:19]=[C:20]([Cl:21])[N:15]3[CH:14]=2)[CH2:10][C@@H:9]([O:22][Si](C(C)(C)C)(C)C)[CH2:8]1)=[O:6])[CH:2]=[CH2:3].Cl>C(#N)C.C(OCC)(=O)C>[CH2:1]([O:4][C:5]([N:7]1[C@H:11]([CH2:12][C:13]2[S:17][C:16]3=[CH:18][N:19]=[C:20]([Cl:21])[N:15]3[CH:14]=2)[CH2:10][C@@H:9]([OH:22])[CH2:8]1)=[O:6])[CH:2]=[CH2:3]. Procedure details: A solution of 1.430 g of (3R,5S)-1-allyloxycarbonyl-3-t-butyldimethylsilyloxy-5-(5-chloroimidazo[5,1-b]thiazol-2-yl)methylpyrrolidine in 31.5 ml of dry acetonitrile is cooled to 3° C., 1.3 ml of concentrated hydrochloric acid is added dropwise thereto while maintaining the internal temperature at 4° C. or below, and the mixture is stirred in this state for 15 min. The reaction solution is diluted with 200 ml of ethyl acetate, washed with 40 ml of a 5% aqueous sodium hydrogencarbonate solution (a...